From a dataset of the Open Reaction Database (ORD), a public repository of structured organic reaction records. describe an organic reaction: reactants, conditions, products, and yield The reactants are CC(O)C(=O)O, Cc1csc(C(O)CNC(C)C)c1C, O. Yields the product CC(O)C(=O)O, Cc1csc(C(O)CNC(C)C)c1C. Reaction SMILES: [CH3:15][CH:16]([OH:17])[C:18]([OH:19])=[O:20].[CH3:1][c:2]1[c:3]([CH:8]([CH2:9][NH:10][CH:11]([CH3:12])[CH3:13])[OH:14])[s:4][cH:5][c:6]1[CH3:7].[OH2:21]>>[CH3:15][CH:16]([OH:17])[C:18](=[O:19])[OH:20].[CH3:1][c:2]1[c:3]([CH:8]([CH2:9][NH:10][CH:11]([CH3:12])[CH3:13])[OH:14])[s:4][cH:5][c:6]1[CH3:7]. The reactants are [Br-], CCCC[Mg+], [Cl-], [NH4+], C1CCOC1, O, O=Cc1cn(C(c2ccccc2)(c2ccccc2)c2ccccc2)cn1. The product is CCCCC(O)c1cn(C(c2ccccc2)(c2ccccc2)c2ccccc2)cn1. Reaction SMILES: [Br-:1].[CH2:2]([CH2:3][CH2:4][CH3:5])[Mg+:6].[Cl-:33].[NH4+:34].[O:36]1[CH2:37][CH2:38][CH2:39][CH2:40]1.[OH2:35].[c:7]1([C:13]([n:14]2[cH:15][n:16][c:17]([CH:19]=[O:20])[cH:18]2)([c:21]2[cH:22][cH:23][cH:24][cH:25][cH:26]2)[c:27]2[cH:28][cH:29][cH:30][cH:31][cH:32]2)[cH:8][cH:9][cH:10][cH:11][cH:12]1>>[CH2:2]([CH2:3][CH2:4][CH3:5])[CH:19]([c:17]1[n:16][cH:15][n:14]([C:13]([c:7]2[cH:8][cH:9][cH:10][cH:11][cH:12]2)([c:21]2[cH:22][cH:23][cH:24][cH:25][cH:26]2)[c:27]2[cH:28][cH:29][cH:30][cH:31][cH:32]2)[cH:18]1)[OH:20]. Reactants: ClCCl, CN(C)C=O, O=C(Cl)C(=O)Cl, O=C(O)C(c1ccccc1)C1CCCC1. Yields the product O=C(Cl)C(c1ccccc1)C1CCCC1. As a reaction SMILES: [CH2:27]([Cl:28])[Cl:29].[CH3:16][N:17]([CH3:18])[CH:19]=[O:20].[Cl:21][C:22]([C:23]([Cl:24])=[O:25])=[O:26].[c:1]1([CH:7]([C:8](=[O:9])[OH:10])[CH:11]2[CH2:12][CH2:13][CH2:14][CH2:15]2)[cH:2][cH:3][cH:4][cH:5][cH:6]1>>[c:1]1([CH:7]([C:8](=[O:9])[Cl:21])[CH:11]2[CH2:12][CH2:13][CH2:14][CH2:15]2)[cH:2][cH:3][cH:4][cH:5][cH:6]1.